Task: describe an organic reaction: reactants, conditions, products, and yield. Dataset: the Open Reaction Database (ORD), a public repository of structured organic reaction records Starting materials: CO, CS(C)=O, Cl, [Na+], [OH-], COC(=O)C(c1ccccc1)C(c1ccccc1)c1ccc2[nH]ncc2c1. Yields the product O=C(O)C(c1ccccc1)C(c1ccccc1)c1ccc2[nH]ncc2c1. Reaction SMILES: [CH3:31][OH:32].[CH3:33][S:34]([CH3:35])=[O:36].[ClH:28].[Na+:30].[OH-:29].[nH:1]1[n:2][cH:3][c:4]2[cH:5][c:6]([CH:10]([CH:11]([C:12](=[O:13])[O:14][CH3:15])[c:16]3[cH:17][cH:18][cH:19][cH:20][cH:21]3)[c:22]3[cH:23][cH:24][cH:25][cH:26][cH:27]3)[cH:7][cH:8][c:9]12>>[nH:1]1[n:2][cH:3][c:4]2[cH:5][c:6]([CH:10]([CH:11]([C:12](=[O:13])[OH:14])[c:16]3[cH:17][cH:18][cH:19][cH:20][cH:21]3)[c:22]3[cH:23][cH:24][cH:25][cH:26][cH:27]3)[cH:7][cH:8][c:9]12. Reactants: O=C(CBr)c1ccc(Cl)c(Cl)c1, CO, O=C[O-], [Na+]. Product: O=C(CO)c1ccc(Cl)c(Cl)c1. As a reaction SMILES: [Br:1][CH2:2][C:3](=[O:4])[c:5]1[cH:6][c:7]([Cl:12])[c:8]([Cl:11])[cH:9][cH:10]1.[CH3:17][OH:18].[CH:13](=[O:14])[O-:15].[Na+:16]>>[CH2:2]([C:3](=[O:4])[c:5]1[cH:6][c:7]([Cl:12])[c:8]([Cl:11])[cH:9][cH:10]1)[OH:14].